This data is from the Open Reaction Database (ORD), a public repository of structured organic reaction records. The task is: describe an organic reaction: reactants, conditions, products, and yield Product: COc1ccc(-c2cccc(CO)c2)cc1CNC(=O)OC(C)(C)C. Starting materials: [BH4-], COC(=O)c1cccc(-c2ccc(OC)c(CNC(=O)OC(C)(C)C)c2)c1, Cl, [Li+], C1CCOC1. As a reaction SMILES: [BH4-:28].[C:1]([CH3:2])([CH3:3])([CH3:4])[O:5][C:6](=[O:7])[NH:8][CH2:9][c:10]1[cH:11][c:12](-[c:18]2[cH:19][c:20]([C:21](=[O:22])[O:23][CH3:24])[cH:25][cH:26][cH:27]2)[cH:13][cH:14][c:15]1[O:16][CH3:17].[ClH:30].[Li+:29].[O:31]1[CH2:32][CH2:33][CH2:34][CH2:35]1>>[C:1]([CH3:2])([CH3:3])([CH3:4])[O:5][C:6](=[O:7])[NH:8][CH2:9][c:10]1[cH:11][c:12](-[c:18]2[cH:19][c:20]([CH2:21][OH:22])[cH:25][cH:26][cH:27]2)[cH:13][cH:14][c:15]1[O:16][CH3:17]. Reactants: [H-].[Al+3].[Li+].[H-].[H-].[H-] (lithium aluminum hydride), C(C)OCC (diethyl ether), C(C)(C)(C)SC1=NC=C(C=C1C#N)CC (2-t-butylthio-3-cyano-5-ethylpyridine), C(C)OCC (diethyl ether). Conditions: time 3.5 hour. Yields the product C(C)(C)(C)SC1=NC(=C(C=C1CN)CC)C (2-t-butylthio-3-(aminomethyl)-5-ethyl-6-methylpyridine). RXN SMILES: [H-].[Al+3].[Li+].[H-].[H-].[H-].[C:7]([S:11][C:12]1[C:17]([C:18]#[N:19])=[CH:16][C:15]([CH2:20][CH3:21])=[CH:14][N:13]=1)([CH3:10])([CH3:9])[CH3:8].[CH2:22](OCC)C>>[C:7]([S:11][C:12]1[C:17]([CH2:18][NH2:19])=[CH:16][C:15]([CH2:20][CH3:21])=[C:14]([CH3:22])[N:13]=1)([CH3:10])([CH3:9])[CH3:8] |f:0.1.2.3.4.5|. Procedure: To a suspension of lithium aluminum hydride (54 mg, 1.42 mmol) in diethyl ether (10 mL), under a nitrogen atmosphere, was added dropwise a solution of 2-t-butylthio-3-cyano-5-ethylpyridine (222 mg, 0.95 mmol) in diethyl ether (6 mL). After stirring for 3.5 hours at room temperature, the reaction was quenched with saturated aqueous sodium sulfate and the ether layer dried (Na2SO4), filtered and evaporated to give 219 mg (96%) of crude oily product. Reactants: [Al+3], COC(=O)c1cccc2c1ccn2Cc1nc(-c2ccccc2)oc1C, [H-], [H-], [H-], [H-], [Li+], [Na+], C1CCOC1, [OH-], O. Yields the product Cc1oc(-c2ccccc2)nc1Cn1ccc2c(CO)cccc21. Reaction SMILES: [Al+3:2].[CH3:7][c:8]1[c:9]([CH2:19][n:20]2[cH:21][cH:22][c:23]3[c:24]([C:29](=[O:30])[O:31][CH3:32])[cH:25][cH:26][cH:27][c:28]23)[n:10][c:11](-[c:13]2[cH:14][cH:15][cH:16][cH:17][cH:18]2)[o:12]1.[H-:1].[H-:4].[H-:5].[H-:6].[Li+:3].[Na+:35].[O:36]1[CH2:37][CH2:38][CH2:39][CH2:40]1.[OH-:34].[OH2:33]>>[CH3:7][c:8]1[c:9]([CH2:19][n:20]2[cH:21][cH:22][c:23]3[c:24]([CH2:29][OH:30])[cH:25][cH:26][cH:27][c:28]23)[n:10][c:11](-[c:13]2[cH:14][cH:15][cH:16][cH:17][cH:18]2)[o:12]1. The reactants are O=C([O-])O, CO, [Na+], [Na+], [OH-], O=S(=O)(O)O, O=C(O)Cc1ccc2ncccc2c1. Yields the product COC(=O)Cc1ccc2ncccc2c1. RXN SMILES: [C:22](=[O:23])([OH:24])[O-:25].[CH3:27][OH:28].[Na+:21].[Na+:26].[OH-:20].[S:1](=[O:2])(=[O:3])([OH:4])[OH:5].[n:6]1[cH:7][cH:8][cH:9][c:10]2[cH:11][c:12]([CH2:16][C:17](=[O:18])[OH:19])[cH:13][cH:14][c:15]12>>[n:6]1[cH:7][cH:8][cH:9][c:10]2[cH:11][c:12]([CH2:16][C:17](=[O:18])[O:19][CH3:22])[cH:13][cH:14][c:15]12. Starting materials: C(C)(C)(C)O (tert-butanol), S(O)(O)(=O)=O (sulfuric acid), S(O)(O)(=O)=O (sulfuric acid), ClCCl (dichlormethane), C(C)(C)(C)O (tert-Butanol), ClC1=C(C=C(C=C1)O)C (4-chloro-3-methyl-phenol). Solvent: C(C)(=O)O (acetic acid). Reaction conditions: temperature 50 celsius, time 1 day. Yields the product C(C)(C)(C)C1=C(C=C(C(=C1)Cl)C)O (2-tert-butyl-4-chloro-5-methyl-phenol), pale yellow oil. RXN SMILES: [Cl:1][C:2]1[CH:7]=[CH:6][C:5]([OH:8])=[CH:4][C:3]=1[CH3:9].[C:10](O)([CH3:13])([CH3:12])[CH3:11].S(=O)(=O)(O)O.ClCCl>C(O)(=O)C>[C:10]([C:6]1[CH:7]=[C:2]([Cl:1])[C:3]([CH3:9])=[CH:4][C:5]=1[OH:8])([CH3:13])([CH3:12])[CH3:11]. Procedure: The starting compound 2-tert-butyl-4-chloro-5-methyl-phenol was prepared by t-butylation in the following manner: 4-chloro-3-methyl-phenol (10.0 g, 70 mmol) was dissolved in glacial acetic acid (30 mL) at ambient temperature. tert-Butanol (10.1 mL, 1.5 equivalents) was added, and subsequently 95% sulfuric acid (3.75 mL, 1 equiv.). The reaction vessel was closed with a drying tube and heated at 50° C. After 1 d, additional amounts of tert-butanol (5 mL) and sulfuric acid (1.8 mL) were added and h...